Dataset: the Open Reaction Database (ORD), a public repository of structured organic reaction records. Task: describe an organic reaction: reactants, conditions, products, and yield Reactants: CO, ClCCl, Cl, CC(C)(C)OC(=O)NC1CCN(CCc2cccc3ccc(=O)oc23)CC1, C1COCCO1. The product is Cl, NC1CCN(CCc2cccc3ccc(=O)oc23)CC1. Reaction SMILES: [CH3:29][OH:30].[Cl:31][CH2:32][Cl:33].[ClH:28].[O:1]=[c:2]1[o:3][c:4]2[c:5]([CH2:12][CH2:13][N:14]3[CH2:15][CH2:16][CH:17]([NH:20][C:21](=[O:22])[O:23][C:24]([CH3:25])([CH3:26])[CH3:27])[CH2:18][CH2:19]3)[cH:6][cH:7][cH:8][c:9]2[cH:10][cH:11]1.[O:34]1[CH2:35][CH2:36][O:37][CH2:38][CH2:39]1>>[ClH:28].[O:1]=[c:2]1[o:3][c:4]2[c:5]([CH2:12][CH2:13][N:14]3[CH2:15][CH2:16][CH:17]([NH2:20])[CH2:18][CH2:19]3)[cH:6][cH:7][cH:8][c:9]2[cH:10][cH:11]1.